describe an organic reaction: reactants, conditions, products, and yield From a dataset of the Open Reaction Database (ORD), a public repository of structured organic reaction records. Starting materials: C(C)(C)(C)O (tert-butanol), C(CCC)[Li] (n-butyl lithium), O (water), C1(CC1)C(=O)Cl (cyclopropanecarbonyl chloride). The solvent is C1CCOC1 (THF), C1CCOC1 (THF). Reaction conditions: temperature 0 celsius, time 30 minute. Product: C(C)(C)(C)OC(=O)C1CC1 (Cyclopropanecarboxylic acid tert-butyl ester). As a reaction SMILES: [C:1]([OH:5])([CH3:4])([CH3:3])[CH3:2].C([Li])CCC.[CH:11]1([C:14](Cl)=[O:15])[CH2:13][CH2:12]1.O>C1COCC1>[C:1]([O:5][C:14]([CH:11]1[CH2:13][CH2:12]1)=[O:15])([CH3:4])([CH3:3])[CH3:2]. Procedure: To a solution of tert-butanol (9.4 mL, 100 mmol) in 50 mL of anhydrous THF is added under nitrogen during several minutes n-butyl lithium (69 mL, 110 mmol, 1.6 M solution in hexane). After 30 min, the resulting solution is treated by the drop wise addition of a THF solution (40 mL) of cyclopropanecarbonyl chloride (10 mL, 110 mmol). The reaction mixture is further stirred at reflux for 1 h, cooled to 0° C. by an ice bath, and slowly hydrolyzed by the addition of water. The aqueous layer is extra... The reactants are C([C@H](O)[C@@H](O)C(=O)O)(=O)O (L-tartaric acid), ClC1=CC=C(C=C1)N1C(C(CC1)CN1CCN(CC1)CCOC)=O (1-(4-chlorophenyl)-3-(4-(2-methoxyethyl)piperazin-1-yl)methyl-2-pyrrolidinone). Solvent: C(C)O (ethanol), C(C)O (ethanol). Yields the product ClC1=CC=C(C=C1)N1C([C@H](CC1)CN1CCN(CC1)CCOC)=O ((R)-1-(4-chlorophenyl)-3-(4-(2-methoxyethyl)piperazin-1-yl)methyl-2-pyrrolidinone). Reaction SMILES: C(O)(=O)[C@@H]([C@H](C(O)=O)O)O.[Cl:11][C:12]1[CH:17]=[CH:16][C:15]([N:18]2[CH2:22][CH2:21][CH:20]([CH2:23][N:24]3[CH2:29][CH2:28][N:27]([CH2:30][CH2:31][O:32][CH3:33])[CH2:26][CH2:25]3)[C:19]2=[O:34])=[CH:14][CH:13]=1>C(O)C>[Cl:11][C:12]1[CH:17]=[CH:16][C:15]([N:18]2[CH2:22][CH2:21][C@H:20]([CH2:23][N:24]3[CH2:25][CH2:26][N:27]([CH2:30][CH2:31][O:32][CH3:33])[CH2:28][CH2:29]3)[C:19]2=[O:34])=[CH:14][CH:13]=1. Procedure details: A solution of L-tartaric acid (150 mg) in ethanol (1.5 ml) was added to 1-(4-chlorophenyl)-3-(4-(2-methoxyethyl)piperazin-1-yl)methyl-2-pyrrolidinone (351 mg) in ethanol (6 ml). The solid material thus precipitated was collected and subjected to desalting in an aqueous solution of sodium carbonate to obtain the title compound. Reactants: OC=1C=C2CCC(C2=CC1)=O (5-hydroxy-1-indanone), C1(=CC=CC=C1)B(O)O (phenylboronic acid), N1=CC=CC=C1 (pyridine). Reagents/catalysts: C(C)(=O)[O-].[Cu+2].C(C)(=O)[O-] (copper (II) acetate). Run in ClCCl (dichloromethane). Reaction conditions: time 8 hour. Product: O(C1=CC=CC=C1)C=1C=C2CCC(C2=CC1)=O (5-Phenoxy-indan-1-one). The yield is 99.7%. RXN SMILES: [OH:1][C:2]1[CH:3]=[C:4]2[C:8](=[CH:9][CH:10]=1)[C:7](=[O:11])[CH2:6][CH2:5]2.[C:12]1(B(O)O)[CH:17]=[CH:16][CH:15]=[CH:14][CH:13]=1.N1C=CC=CC=1>ClCCl.C([O-])(=O)C.[Cu+2].C([O-])(=O)C>[O:1]([C:2]1[CH:3]=[C:4]2[C:8](=[CH:9][CH:10]=1)[C:7](=[O:11])[CH2:6][CH2:5]2)[C:12]1[CH:17]=[CH:16][CH:15]=[CH:14][CH:13]=1 |f:4.5.6|. Reported procedure: In an oven-dried round-bottomed flask was combined 5-hydroxy-1-indanone (112 mg, 0.76 mmol), phenylboronic acid (170 mg, 1.51 mmol) and anhydrous copper (II) acetate (195 mg, 1.13 mmol) in 2.5 mL of dichloromethane. Anhydrous pyridine (0.11 mL, 1.5 mmol) was added and the reaction was stirred overnight at room temperature. The reaction was concentrated to dryness and was purified with ISCO column chromatography (Teledyne Isco Inc., Lincoln Nebr.) (0-40% ethyl acetate/heptanes gradient) to give t... Starting materials: [Br-], CC[Mg+], Cc1ccccc1, CSc1ccc(C#N)c(C)c1, O=S(=O)(O)O. The product is CCC(=O)c1ccc(SC)cc1C. As a reaction SMILES: [Br-:1].[CH2:2]([CH3:3])[Mg+:4].[CH3:21][c:22]1[cH:23][cH:24][cH:25][cH:26][cH:27]1.[CH3:5][c:6]1[c:7]([C:8]#[N:9])[cH:10][cH:11][c:12]([S:14][CH3:15])[cH:13]1.[S:16]([OH:17])(=[O:18])(=[O:19])[OH:20]>>[CH2:2]([CH3:3])[C:8]([c:7]1[c:6]([CH3:5])[cH:13][c:12]([S:14][CH3:15])[cH:11][cH:10]1)=[O:17]. Reactants: C(C=C)C1[C@H]2[C@@H]3CC[C@H]([C@@H](CCCC(C)C)C)[C@]3(CC[C@@H]2[C@]2(CCC(C=C2C1)=O)C)C (7-Allyl-cholest-4-en-3-one). Reagents/catalysts: [Rh](Cl)(Cl)Cl.C1(=CC=CC=C1)P(C1=CC=CC=C1)C1=CC=CC=C1 (triphenylphosphine rhodium chloride). Run in CCOC(=O)C (EtOAc). Conditions: time 2 hour. Product: C(CC)C1[C@H]2[C@@H]3CC[C@H]([C@@H](CCCC(C)C)C)[C@]3(CC[C@@H]2[C@]2(CCC(C=C2C1)=O)C)C (7-Propyl-cholest-4-en-3-one). As a reaction SMILES: [CH2:1]([CH:4]1[CH2:28][C:27]2[C@:22]([CH3:30])([CH2:23][CH2:24][C:25](=[O:29])[CH:26]=2)[C@@H:21]2[C@@H:5]1[C@H:6]1[C@:18]([CH3:31])([CH2:19][CH2:20]2)[C@@H:9]([C@H:10]([CH3:17])[CH2:11][CH2:12][CH2:13][CH:14]([CH3:16])[CH3:15])[CH2:8][CH2:7]1)[CH:2]=[CH2:3]>[Rh](Cl)(Cl)Cl.C1(P(C2C=CC=CC=2)C2C=CC=CC=2)C=CC=CC=1.CCOC(C)=O>[CH2:1]([CH:4]1[CH2:28][C:27]2[C@:22]([CH3:30])([CH2:23][CH2:24][C:25](=[O:29])[CH:26]=2)[C@@H:21]2[C@@H:5]1[C@H:6]1[C@:18]([CH3:31])([CH2:19][CH2:20]2)[C@@H:9]([C@H:10]([CH3:17])[CH2:11][CH2:12][CH2:13][CH:14]([CH3:16])[CH3:15])[CH2:8][CH2:7]1)[CH2:2][CH3:3] |f:1.2|. Procedure details: 1.0 g. of the 7-allyl-enone 14, 5 ml. EtOAc and 50 mg. triphenylphosphine rhodium chloride (Wilkinson's catalyst) were allowed to stir two hours (under H2 atmosphere). The reaction products were filtered through 25 ml. silica gel, and evaporated to dryness to yield fairly pure title product, 18, as confirmed by proton NMR.